Dataset: the Open Reaction Database (ORD), a public repository of structured organic reaction records. Task: describe an organic reaction: reactants, conditions, products, and yield The reactants are C(C)(=O)O[BH-](OC(C)=O)OC(C)=O.[Na+] (sodium triacetoxyborohydride), C(=O)(O)[O-].[Na+] (NaHCO3), NC=1C(=C(C(=O)OC)C=C(C1)Cl)OC (methyl 3-amino-5-chloro-2-methoxybenzoate), O1CCC(CC1)=O (oxan-4-one), C(C)(=O)O (acetic acid). Reported procedure: To a solution of methyl 3-amino-5-chloro-2-methoxybenzoate (440 mg, 2 mmol) in 1,2-dichloroethane (8 ml) at temperature under nitrogen was added oxan-4-one (0.38 ml, 4.0 mmol) followed by acetic acid (0.7 ml, 12 mmol). This solution was stirred for 5 minutes before the addition of sodium triacetoxyborohydride (1.3 g, 6.1 mmol) at room temperature. After stirring for 23 hours deionized water (16 ml) was added and the mixture was neutralized with solid NaHCO3. The phases were separated and the aqu... RXN SMILES: [NH2:1][C:2]1[C:3]([O:13][CH3:14])=[C:4]([CH:9]=[C:10]([Cl:12])[CH:11]=1)[C:5]([O:7][CH3:8])=[O:6].[O:15]1[CH2:20][CH2:19][C:18](=O)[CH2:17][CH2:16]1.C(O)(=O)C.C(O[BH-](OC(=O)C)OC(=O)C)(=O)C.[Na+].C([O-])(O)=O.[Na+]>ClCCCl.O>[Cl:12][C:10]1[CH:11]=[C:2]([NH:1][CH:18]2[CH2:19][CH2:20][O:15][CH2:16][CH2:17]2)[C:3]([O:13][CH3:14])=[C:4]([CH:9]=1)[C:5]([O:7][CH3:8])=[O:6] |f:3.4,5.6|. Solvent: O (water), ClCCCl (1,2-dichloroethane). The yield is 73.2%. Product: ClC=1C=C(C(=C(C(=O)OC)C1)OC)NC1CCOCC1 (methyl 5-chloro-2-methoxy-3-[(oxan-4-yl)amino]benzoate). Starting materials: aminal, NC1=CC=CC=C1 (aniline), C=O (formaldehyde), C=O (formaldehyde), NC1=CC=CC=C1 (aniline). The product is NC1=CC=CC=C1.C=O (aniline formaldehyde). Reaction SMILES: [CH2:1]=[O:2].[NH2:3][C:4]1[CH:9]=[CH:8][CH:7]=[CH:6][CH:5]=1>>[NH2:3][C:4]1[CH:9]=[CH:8][CH:7]=[CH:6][CH:5]=1.[CH2:1]=[O:2] |f:2.3|. Reported procedure: When the process according to the invention is carried out without an aminal preliminary stage, introduction of the aqueous formaldehyde into the system is carried out after the solvent containing aniline has been mixed with the aqueous catalyst phase, which also contains aniline, and before the first reaction stage (5). In that case, the quantity of aqueous formaldehyde is generally calculated to provide a molar ratio of aniline/formaldehyde of from 1.5:1 to 25:1, the calculation of the molar a... The reactants are BrCC1Sc2ccccc2Oc2ccccc21, O=C(O)C(O)C(O)C(=O)O, CCOC(=O)C1CCCNC1, ClC(Cl)Cl, c1ccccc1. Yields the product CCOC(=O)C1CCCN(CC2Sc3ccccc3Oc3ccccc32)C1. Reaction SMILES: [Br:1][CH2:2][CH:3]1[S:4][c:5]2[c:6]([cH:14][cH:15][cH:16][cH:17]2)[O:7][c:8]2[c:9]1[cH:10][cH:11][cH:12][cH:13]2.[C:18]([CH:19]([CH:20]([C:21]([OH:22])=[O:23])[OH:24])[OH:25])([OH:26])=[O:27].[CH2:28]([CH3:29])[O:30][C:31](=[O:32])[CH:33]1[CH2:34][NH:35][CH2:36][CH2:37][CH2:38]1.[CH:39]([Cl:40])([Cl:41])[Cl:42].[cH:43]1[cH:44][cH:45][cH:46][cH:47][cH:48]1>>[CH2:2]([CH:3]1[S:4][c:5]2[c:6]([cH:14][cH:15][cH:16][cH:17]2)[O:7][c:8]2[c:9]1[cH:10][cH:11][cH:12][cH:13]2)[N:35]1[CH2:34][CH:33]([C:31]([O:30][CH2:28][CH3:29])=[O:32])[CH2:38][CH2:37][CH2:36]1.